This data is from the Open Reaction Database (ORD), a public repository of structured organic reaction records. The task is: describe an organic reaction: reactants, conditions, products, and yield Reactants: II (iodine), [OH-].[Na+] (sodium hydroxide), BrC1=CC=C(C=C1)F (1-bromo-4-fluorobenzene), solution, C(CCC)[Li] (butyl lithium), ClC1=CC=NC2=CC=C(C=C12)F (4-chloro-6-fluoroquinoline). Solvent: O (water), CCOCC (ether), CCCCCC (hexane), O1CCCC1 (tetrahydrofuran). Reaction conditions: time 15 minute. The product is ClC1=CC(=NC2=CC=C(C=C12)F)C1=CC=C(C=C1)F (4-Chloro-6-fluoro-2-(4-fluorophenyl)quinoline). Yield: 50.8%. RXN SMILES: Br[C:2]1[CH:7]=[CH:6][C:5]([F:8])=[CH:4][CH:3]=1.C([Li])CCC.[Cl:14][C:15]1[C:24]2[C:19](=[CH:20][CH:21]=[C:22]([F:25])[CH:23]=2)[N:18]=[CH:17][CH:16]=1.II.[OH-].[Na+]>CCOCC.CCCCCC.O1CCCC1.O>[Cl:14][C:15]1[C:24]2[C:19](=[CH:20][CH:21]=[C:22]([F:25])[CH:23]=2)[N:18]=[C:17]([C:2]2[CH:7]=[CH:6][C:5]([F:8])=[CH:4][CH:3]=2)[CH:16]=1 |f:4.5|. Procedure: To a solution of 4.37 g (25 mmol) of 1-bromo-4-fluorobenzene in 35 ml of ether cooled to -10° was added 15 ml of a 1.6M solution of butyl lithium in hexane in portions while maintaining the temperature below 0°. This mixture was stirred below 0° for 15 min. A solution of 3.63 g (20 mmol) of 4-chloro-6-fluoroquinoline in 20 ml of tetrahydrofuran was added while maintaining the temperature below 0°. The dark solution was stirred at room temperature for 20 min. To the reaction mixture was then adde... The reactants are COc1cc2c(Cl)ccnc2cc1OCc1ccccc1, Cl, O=C(O)C(F)(F)F. Yields the product COc1cc2c(Cl)ccnc2cc1O. Reaction SMILES: [CH2:2]([c:3]1[cH:4][cH:5][cH:6][cH:7][cH:8]1)[O:9][c:10]1[c:11]([O:21][CH3:22])[cH:12][c:13]2[c:14]([Cl:20])[cH:15][cH:16][n:17][c:18]2[cH:19]1.[ClH:1].[F:23][C:24]([F:25])([F:26])[C:27]([OH:28])=[O:29]>>[OH:9][c:10]1[c:11]([O:21][CH3:22])[cH:12][c:13]2[c:14]([Cl:20])[cH:15][cH:16][n:17][c:18]2[cH:19]1.